Dataset: the Open Reaction Database (ORD), a public repository of structured organic reaction records. Task: describe an organic reaction: reactants, conditions, products, and yield The reactants are NC1=CC=C(C[C@@H]2N([C@H](CC2)[C@@H](C2=CC=CC=C2)O[Si](C)(C)C(C)(C)C)C(=O)OC(C)(C)C)C=C1 (tert-butyl (2R,5R)-2-(4-aminobenzyl)-5-[(R)-{[tert-butyl(dimethyl)silyl]oxy}(phenyl)methyl]pyrrolidine-1-carboxylate), FC(C1=CC=C(C=C1)C=1N=C(SC1)C1=CC=C(C=C1)S(=O)(=O)Cl)(F)F (4-{4-[4-(trifluoromethyl)phenyl]-1,3-thiazol-2-yl}benzenesulfonyl chloride). The product is O[C@@H]([C@H]1CC[C@@H](N1)CC1=CC=C(C=C1)NS(=O)(=O)C1=CC=C(C=C1)C=1SC=C(N1)C1=CC=C(C=C1)C(F)(F)F)C1=CC=CC=C1 (N-[4-({(2R,5R)-5-[(R)-hydroxy(phenyl)methyl]pyrrolidin-2-yl}methyl)phenyl]-4-{4-[4-(trifluoromethyl)phenyl]-1,3-thiazol-2-yl}benzenesulfonamide), product. The yield is 81.0%. As a reaction SMILES: [NH2:1][C:2]1[CH:35]=[CH:34][C:5]([CH2:6][C@H:7]2[CH2:11][CH2:10][C@H:9]([C@H:12]([O:19][Si](C(C)(C)C)(C)C)[C:13]3[CH:18]=[CH:17][CH:16]=[CH:15][CH:14]=3)[N:8]2C(OC(C)(C)C)=O)=[CH:4][CH:3]=1.[F:36][C:37]([F:60])([F:59])[C:38]1[CH:43]=[CH:42][C:41]([C:44]2[N:45]=[C:46]([C:49]3[CH:54]=[CH:53][C:52]([S:55](Cl)(=[O:57])=[O:56])=[CH:51][CH:50]=3)[S:47][CH:48]=2)=[CH:40][CH:39]=1>>[OH:19][C@H:12]([C:13]1[CH:18]=[CH:17][CH:16]=[CH:15][CH:14]=1)[C@@H:9]1[NH:8][C@@H:7]([CH2:6][C:5]2[CH:34]=[CH:35][C:2]([NH:1][S:55]([C:52]3[CH:53]=[CH:54][C:49]([C:46]4[S:47][CH:48]=[C:44]([C:41]5[CH:42]=[CH:43][C:38]([C:37]([F:60])([F:59])[F:36])=[CH:39][CH:40]=5)[N:45]=4)=[CH:50][CH:51]=3)(=[O:57])=[O:56])=[CH:3][CH:4]=2)[CH2:11][CH2:10]1. Reported procedure: The title compound was prepared from tert-butyl (2R,5R)-2-(4-aminobenzyl)-5-[(R)-{[tert-butyl(dimethyl)silyl]oxy}(phenyl)methyl]pyrrolidine-1-carboxylate (i-4b) and 4-{4-[4-(trifluoromethyl)phenyl]-1,3-thiazol-2-yl}benzenesulfonyl chloride (i-6) according to the procedure of Example 212, step A. The crude product was purified by preparative TLC plate eluting with 40% ethyl acetate in hexane to afforded the product (8.1 mg, 81%). mlz (ES) 865 (MH)+, 765 (M-Boc)+. Procedure: 7 g of indene in 50 cm3of THF were reacted with 24 cm3 of butyllithium (2.5-molar in hexane) at 0° C. under inert conditions. The mixture was heated to room temperature, added dropwise to a solution of 10 g of dimesityldichlorosilane in 40 cm3 of THF, and the mixture was refluxed for 4 hours. Decomposition of the batch with water, extraction with diethyl ether and chromatography on SiO2 using 2:1 toluene/hexane gave 3.28 g of dimesitylbis(indenyl)silane as a solid. MS(m/e,I rel %): 496 (100, M+)... Yields the product C1(=C(C(=CC(=C1)C)C)[Si](C1C=CC2=CC=CC=C12)(C1C=CC2=CC=CC=C12)C1=C(C=C(C=C1C)C)C)C (dimesitylbis(indenyl)silane). Starting materials: C1C=CC2=CC=CC=C12 (indene), C(CCC)[Li] (butyllithium), C1(=C(C(=CC(=C1)C)C)[Si](Cl)(Cl)C1=C(C=C(C=C1C)C)C)C (dimesityldichlorosilane). Solvent: C1CCOC1 (THF), C1CCOC1 (THF). RXN SMILES: [CH2:1]1[C:9]2[C:4](=[CH:5][CH:6]=[CH:7][CH:8]=2)[CH:3]=[CH:2]1.[CH2:10]([Li])[CH2:11][CH2:12][CH3:13].[C:15]1([CH3:35])[CH:20]=[C:19]([CH3:21])[CH:18]=[C:17]([CH3:22])[C:16]=1[Si:23]([C:26]1[C:31]([CH3:32])=[CH:30][C:29]([CH3:33])=[CH:28][C:27]=1[CH3:34])(Cl)Cl>C1COCC1>[C:15]1([CH3:35])[CH:20]=[C:19]([CH3:21])[CH:18]=[C:17]([CH3:22])[C:16]=1[Si:23]([C:26]1[C:31]([CH3:32])=[CH:30][C:29]([CH3:33])=[CH:28][C:27]=1[CH3:34])([CH:10]1[C:8]2[C:13](=[CH:3][CH:2]=[CH:1][CH:9]=2)[CH:12]=[CH:11]1)[CH:1]1[C:9]2[C:4](=[CH:5][CH:6]=[CH:7][CH:8]=2)[CH:3]=[CH:2]1.